Task: describe an organic reaction: reactants, conditions, products, and yield. Dataset: the Open Reaction Database (ORD), a public repository of structured organic reaction records Starting materials: CC(=O)OC(C)=O, COc1cccc(F)c1C=NO. Product: COc1cccc(F)c1C#N. RXN SMILES: [CH3:13][C:14]([O:15][C:16]([CH3:17])=[O:18])=[O:19].[F:1][c:2]1[c:3]([CH:4]=[N:5][OH:6])[c:7]([O:11][CH3:12])[cH:8][cH:9][cH:10]1>>[F:1][c:2]1[c:3]([C:4]#[N:5])[c:7]([O:11][CH3:12])[cH:8][cH:9][cH:10]1. Reactants: [Na] (Sodium), C(CC(=O)OCC)(=O)OCC (Diethyl malonate), N(=[N+]=[N-])CC1=CC=C(C=C1)OC (1-(azidomethyl)-4-methoxybenzene), N(=[N+]=[N-])CC1=CC=C(C=C1)OC (1-(azidomethyl)-4-methoxybenzene). Solvent: C(C)O (ethanol), C(C)O (ethanol). Yields the product OC1=C(N=NN1CC1=CC=C(C=C1)OC)C(=O)OCC (ethyl 5-hydroxy-1-[(4-methoxyphenyl)methyl]-1H-1,2,3-triazole-4-carboxylate). As a reaction SMILES: [Na].[C:2]([O:10][CH2:11][CH3:12])(=[O:9])[CH2:3][C:4]([O:6]CC)=O.[N:13]([CH2:16][C:17]1[CH:22]=[CH:21][C:20]([O:23][CH3:24])=[CH:19][CH:18]=1)=[N+:14]=[N-:15]>C(O)C>[OH:6][C:4]1[N:13]([CH2:16][C:17]2[CH:22]=[CH:21][C:20]([O:23][CH3:24])=[CH:19][CH:18]=2)[N:14]=[N:15][C:3]=1[C:2]([O:10][CH2:11][CH3:12])=[O:9] |^1:0|. Procedure: Sodium metal (3.8 g, 164 mmol) was added to absolute ethanol (200 mL). The mixture was stirred under reflux until a clear solution was obtained. Diethyl malonate (26.3 g, 164 mmol) was added to this solution which was again heated to reflux, and a solution of 1-(azidomethyl)-4-methoxybenzene (i.e. the product of Step A, 25.5 g, 156 mmol) in ethanol (50 mL) was added at once. The reaction mixture was stirred at reflux for 24 h then the reaction mixture was concentrated to dryness under reduced pr...